Dataset: the Open Reaction Database (ORD), a public repository of structured organic reaction records. Task: describe an organic reaction: reactants, conditions, products, and yield Reactants: ice water, Cl (hydrochloric acid), COC=1C(=C(C=CC1)SC1=C(N)C=CC=C1)C1=NN=NN1 (2-[3-methoxy-2-(1H-tetrazol-5-yl)phenylthio]aniline). Run in sodium ethylthiolate, CN(C=O)C (N,N-dimethylformamide). Yields the product NC1=C(C=CC=C1)SC=1C(=C(C=CC1)O)C1=NN=NN1 (3-(2-Aminophenylthio)-2-(1H-tetrazol-5-yl)phenol). Isolated yield 35.0%. As a reaction SMILES: C[O:2][C:3]1[C:4]([C:17]2[NH:21][N:20]=[N:19][N:18]=2)=[C:5]([S:9][C:10]2[CH:16]=[CH:15][CH:14]=[CH:13][C:11]=2[NH2:12])[CH:6]=[CH:7][CH:8]=1.Cl>CN(C)C=O>[NH2:12][C:11]1[CH:13]=[CH:14][CH:15]=[CH:16][C:10]=1[S:9][C:5]1[C:4]([C:17]2[NH:21][N:20]=[N:19][N:18]=2)=[C:3]([OH:2])[CH:8]=[CH:7][CH:6]=1. Procedure: In 14 ml of 1.4M sodium ethylthiolate in N,N-dimethylformamide was dissolved 0.6 g of 2-[3-methoxy-2-(1H-tetrazol-5-yl)phenylthio]aniline (prepared by the process described in Reference Example 7) and the solution was refluxed for 6 hours. To the reaction mixture was added ice-water and the mixture was acidified weakly with diluted hydrochloric acid and extracted with ether. The ether layer was washed with water, dried over magnesium sulfate and concentrated. The residue was subjected to silica ...